This data is from the Open Reaction Database (ORD), a public repository of structured organic reaction records. The task is: describe an organic reaction: reactants, conditions, products, and yield The reactants are ClC1=C(C=C(C=C1)NC(CCC1=CC=C(C=C1)OC1=CC(=NC=C1)C#N)=O)C(F)(F)F (N-[4-chloro-3-(trifluoromethyl)phenyl]-3-{4-[(2-cyanopyridin-4-yl)oxy]phenyl}propanamide), Cl.NO (hydroxylamine hydrochloride), CCN(C(C)C)C(C)C (DIPEA). Run in CO (MeOH). Reaction conditions: time 8 hour. Product: ClC1=C(C=C(C=C1)NC(CCC1=CC=C(C=C1)OC1=CC(=NC=C1)C(=N)NO)=O)C(F)(F)F (N-[4-chloro-3-(trifluoromethyl)phenyl]-3-[4-({2-[(hydroxyamino)(imino)methyl]pyridin-4-yl}oxy)phenyl]propanamide). RXN SMILES: [Cl:1][C:2]1[CH:7]=[CH:6][C:5]([NH:8][C:9](=[O:27])[CH2:10][CH2:11][C:12]2[CH:17]=[CH:16][C:15]([O:18][C:19]3[CH:24]=[CH:23][N:22]=[C:21]([C:25]#[N:26])[CH:20]=3)=[CH:14][CH:13]=2)=[CH:4][C:3]=1[C:28]([F:31])([F:30])[F:29].Cl.[NH2:33][OH:34].CCN(C(C)C)C(C)C>CO>[Cl:1][C:2]1[CH:7]=[CH:6][C:5]([NH:8][C:9](=[O:27])[CH2:10][CH2:11][C:12]2[CH:17]=[CH:16][C:15]([O:18][C:19]3[CH:24]=[CH:23][N:22]=[C:21]([C:25]([NH:33][OH:34])=[NH:26])[CH:20]=3)=[CH:14][CH:13]=2)=[CH:4][C:3]=1[C:28]([F:31])([F:29])[F:30] |f:1.2|. Procedure details: A solution of N-[4-chloro-3-(trifluoromethyl)phenyl]-3-{4-[(2-cyanopyridin-4-yl)oxy]phenyl}propanamide (0.300 g, 0.67 mmol), hydroxylamine hydrochloride (0.117 g, 1.69 mmol), and DIPEA (0.117 mL, 0.67 mmol) in MeOH was allowed to stir at rt overnight. The mixture was concentrated and purified by column chromatography to give A-85 (68 mg). 1H NMR (300 MHz, d6 DMSO) δ: 10.48 (br s, 1H), 10.17 (br s, 1H), 8.50 (d, 1H), 8.14-8.20 (m, 1H), 7.77-7.85 (m, 1H), 7.60-7.66 (m, 1H), 7.50-7.56 (m, 1H), 7.39... The reactants are O=S(=O)(O)CCCCCBr, O=C([O-])O, [K+], Nc1ccccc1, [Na], O. The product is O=S(=O)(O)CCCCCNc1ccccc1, [Na]. As a reaction SMILES: [Br:2][CH2:3][CH2:4][CH2:5][CH2:6][CH2:7][S:8](=[O:9])(=[O:10])[OH:11].[C:19](=[O:20])([OH:21])[O-:22].[K+:23].[NH2:12][c:13]1[cH:14][cH:15][cH:16][cH:17][cH:18]1.[Na:1].[OH2:24]>>[CH2:3]([CH2:4][CH2:5][CH2:6][CH2:7][S:8](=[O:9])(=[O:10])[OH:11])[NH:12][c:13]1[cH:14][cH:15][cH:16][cH:17][cH:18]1.[Na:1]. The reactants are C1(CCCC1)N1C2=C(C3=C1N=C(N=C3)NC3=CC=C(C=N3)N3CCN(CC3)C(=O)OC(C)(C)C)C=CC(=N2)OC (tert-Butyl 4-(6-((9-cyclopentyl-7-methoxy-9H-pyrido[3′,2′:4,5]pyrrolo[2,3-d]pyrimidin-2-yl)amino)-3-pyridinyl)-1-piperazinecarboxylate), saturated solution, Cl (HCl), C(=O)([O-])[O-].[K+].[K+] (K2CO3), FC(C(=O)O)(F)F (Trifluoroacetic acid). The solvent is O1CCOCC1 (dioxane), C(C)OCC (diethyl ether), C(C)(=O)OCC (ethyl acetate), ClCCl (dichloromethane), O1CCOCC1 (dioxane), CO (methanol). Conditions: time 70 minute. The product is C1(CCCC1)N1C2=C(C3=C1N=C(N=C3)NC3=NC=C(C=C3)N3CCNCC3)C=CC(=N2)OC (9-cyclopentyl-7-methoxy-N-(5-(1-piperazinyl)-2-pyridinyl)-9H-pyrido[3′,2′:4,5]-pyrrolo[2,3-d]pyrimidin-2-amine). Isolated yield 78.7%. As a reaction SMILES: [CH:1]1([N:6]2[C:10]3[N:11]=[C:12]([NH:15][C:16]4[N:21]=[CH:20][C:19]([N:22]5[CH2:27][CH2:26][N:25](C(OC(C)(C)C)=O)[CH2:24][CH2:23]5)=[CH:18][CH:17]=4)[N:13]=[CH:14][C:9]=3[C:8]3[CH:35]=[CH:36][C:37]([O:39][CH3:40])=[N:38][C:7]2=3)[CH2:5][CH2:4][CH2:3][CH2:2]1.FC(F)(F)C(O)=O.C([O-])([O-])=O.[K+].[K+].Cl>ClCCl.O1CCOCC1.C(OCC)C.C(OCC)(=O)C.CO>[CH:1]1([N:6]2[C:10]3[N:11]=[C:12]([NH:15][C:16]4[CH:17]=[CH:18][C:19]([N:22]5[CH2:27][CH2:26][NH:25][CH2:24][CH2:23]5)=[CH:20][N:21]=4)[N:13]=[CH:14][C:9]=3[C:8]3[CH:35]=[CH:36][C:37]([O:39][CH3:40])=[N:38][C:7]2=3)[CH2:2][CH2:3][CH2:4][CH2:5]1 |f:2.3.4|. Procedure: Compound 269 (120 mg, 220 μmol) was dissolved in dichloromethane (4 mL). Trifluoroacetic acid (0.400 mL, 2203 μmol) was added and the reaction stirred at room temperature for 70 minutes. The reaction was added to aqueous K2CO3 (10%, 30 mL) and extracted thrice with dichloromethane. The combined organics were dried (MgSO4) and evaporated to give a pale yellow solid, 82 mg. This residue was dissolved in dioxane (2 mL) and methanol (2 mL) and 1 mL of a saturated solution of HCl in dioxane was added... The reactants are C[C@H]1C(=O)O[C@H](C(=O)O1)C (L-Lactide), C1(OCCCO1)=O (trimethylene carbonate), C1(OCCCO1)=O (trimethylene carbonate), C(C)(=O)OC(C)=O (acetic anhydride). Run in O (water). Run at temperature 80 celsius, time 8 hour. The product is L-lactic acid-co-trimethylene carbonate, C1(OCCCO1)=O (trimethylene carbonate), C(C(O)C)(=O)O (lactic acid). RXN SMILES: [CH3:1][C@@H:2]1[O:9]C(=O)[C@H](C)[O:5][C:3]1=[O:4].[C:11]1(=[O:17])[O:16][CH2:15][CH2:14][CH2:13][O:12]1.C(OC(=O)C)(=O)C>O>[C:11]1(=[O:17])[O:16][CH2:15][CH2:14][CH2:13][O:12]1.[C:3]([OH:5])(=[O:4])[CH:2]([CH3:1])[OH:9]. Procedure details: L-Lactide (85.07 g; 0.945 moles) and water (100 mL; millipore) were placed in a 1 L 3-neck flask equipped with a mechanical stirrer, distillation head, and a thermometer. The reaction mixture was warmed to 80° C. and stirred under nitrogen overnight. The flask was then placed under vacuum (aspirator, 7 mmHg) and the temperature was raised to 140° C. to distill off water. After 2 hrs trimethylene carbonate (8.51 g, 0.083 moles) was added. Two hours later a second portion of trimethylene carbonate...